Dataset: the Open Reaction Database (ORD), a public repository of structured organic reaction records. Task: describe an organic reaction: reactants, conditions, products, and yield Reactants: P(=O)(Cl)(Cl)Cl (Phosphoryl trichloride), OC1=C2C(=NC=N1)N(N=C2)C2=C(C#N)C=CC=C2C#N (2-(4-hydroxy-1H-pyrazolo[3,4-d]pyrimidin-1-yl)isophthalonitrile). Run at temperature 100 celsius, time 4 hour. Product: ClC1=C2C(=NC=N1)N(N=C2)C2=C(C#N)C=CC=C2C#N (2-(4-chloro-1H-pyrazolo[3,4-d]pyrimidin-1-yl)isophthalonitrile). The yield is 43.9%. RXN SMILES: P(Cl)(Cl)([Cl:3])=O.O[C:7]1[N:12]=[CH:11][N:10]=[C:9]2[N:13]([C:16]3[C:23]([C:24]#[N:25])=[CH:22][CH:21]=[CH:20][C:17]=3[C:18]#[N:19])[N:14]=[CH:15][C:8]=12>>[Cl:3][C:7]1[N:12]=[CH:11][N:10]=[C:9]2[N:13]([C:16]3[C:23]([C:24]#[N:25])=[CH:22][CH:21]=[CH:20][C:17]=3[C:18]#[N:19])[N:14]=[CH:15][C:8]=12. Procedure details: Phosphoryl trichloride (6842 μl, 71.40 mmol) was added to 2-(4-hydroxy-1H-pyrazolo[3,4-d]pyrimidin-1-yl)isophthalonitrile (Intermediate BK2) (1872 mg, 7.14 mmol). The resulting solution was stirred at 100° C. for 4 hours. The reaction mixture was evaporated and ice/water added to the residue. After stirring for 1 hour a precipitate formed that was filtered off and washed with water (3×5 mL) to give a yellow solid. This was dried under high vacuum for 20 hours to give the product (879 mg, 43.9%) ... Reactants: C(C)(=O)OCC (ethyl acetate), N (ammonia), BrC=1C=NC(=NC1)C(=O)N1CCN(CC1)S(=O)(=O)C=1NC2=CC=C(C=C2C1)Cl (1-[(5-bromopyrimidin-2-yl)carbonyl]-4-[(5-chloroindol-2-yl)sulfonyl]piperazine), N1=C(C=CC=C1)[Sn](CCCC)(CCCC)CCCC ((pyridin-2-yl)tributyltin). Reagents/catalysts: C=1C=CC(=CC1)[P](C=2C=CC=CC2)(C=3C=CC=CC3)[Pd]([P](C=4C=CC=CC4)(C=5C=CC=CC5)C=6C=CC=CC6)([P](C=7C=CC=CC7)(C=8C=CC=CC8)C=9C=CC=CC9)[P](C=1C=CC=CC1)(C=1C=CC=CC1)C=1C=CC=CC1 (tetrakis(triphenylphosphine)palladium(0)). Solvent: CN(C=O)C (N,N-dimethylformamide). Reaction conditions: temperature 100 celsius, time 9 hour. Yields the product ClC=1C=C2C=C(NC2=CC1)S(=O)(=O)N1CCN(CC1)C(=O)C1=NC=C(C=N1)C1=NC=CC=C1 (1-[(5-Chloroindol-2-yl)sulfonyl]-4-[[5-(pyridin-2-yl)pyrimidin-2-yl]carbonyl]piperazine). Isolated yield 51.0%. As a reaction SMILES: Br[C:2]1[CH:3]=[N:4][C:5]([C:8]([N:10]2[CH2:15][CH2:14][N:13]([S:16]([C:19]3[NH:20][C:21]4[C:26]([CH:27]=3)=[CH:25][C:24]([Cl:28])=[CH:23][CH:22]=4)(=[O:18])=[O:17])[CH2:12][CH2:11]2)=[O:9])=[N:6][CH:7]=1.[N:29]1[CH:34]=[CH:33][CH:32]=[CH:31][C:30]=1[Sn](CCCC)(CCCC)CCCC.C(OCC)(=O)C.N>CN(C)C=O.C1C=CC([P]([Pd]([P](C2C=CC=CC=2)(C2C=CC=CC=2)C2C=CC=CC=2)([P](C2C=CC=CC=2)(C2C=CC=CC=2)C2C=CC=CC=2)[P](C2C=CC=CC=2)(C2C=CC=CC=2)C2C=CC=CC=2)(C2C=CC=CC=2)C2C=CC=CC=2)=CC=1>[Cl:28][C:24]1[CH:25]=[C:26]2[C:21](=[CH:22][CH:23]=1)[NH:20][C:19]([S:16]([N:13]1[CH2:14][CH2:15][N:10]([C:8]([C:5]3[N:4]=[CH:3][C:2]([C:30]4[CH:31]=[CH:32][CH:33]=[CH:34][N:29]=4)=[CH:7][N:6]=3)=[O:9])[CH2:11][CH2:12]1)(=[O:18])=[O:17])=[CH:27]2 |^1:63,65,84,103|. Reported procedure: At room temperature, 1-[(5-bromopyrimidin-2-yl)carbonyl]-4-[(5-chloroindol-2-yl)sulfonyl]piperazine (500 mg) and (pyridin-2-yl)tributyltin (418 mg) were dissolved in N,N-dimethylformamide (10 ml). To the reaction mixture was added tetrakis(triphenylphosphine)palladium(0) (69 mg), followed by stirring at 100° C. for 9 hours. After cooling to room temperature, ethyl acetate and ammonia solution were added. The resulting mixture was separated by ethyl acetate and water. The organic layer was dried ... Reactants: CC(C)=O, Clc1ccc(CBr)cc1, [N-]=[N+]=[N-], [Na+]. Product: [N-]=[N+]=NCc1ccc(Cl)cc1. As a reaction SMILES: [CH3:14][C:15](=[O:16])[CH3:17].[Cl:1][c:2]1[cH:3][cH:4][c:5]([CH2:6][Br:7])[cH:8][cH:9]1.[N-:10]=[N+:11]=[N-:12].[Na+:13]>>[Cl:1][c:2]1[cH:3][cH:4][c:5]([CH2:6][N:10]=[N+:11]=[N-:12])[cH:8][cH:9]1. The reactants are BrC1=NC=CC=C1NS(=O)(=O)C1=CC=C(C=C1)OC1=CC=CC=C1 (N-(2-Bromo-pyridin-3-yl)-4-phenoxy-benzenesulfonamide), C(=O)([O-])[O-].[K+].[K+] (K2CO3), C(C1=CC=CC=C1)Br (benzylbromide). Solvent: CCOC(=O)C (EtOAc), O (water), CN(C)C=O (DMF). Yields the product C(C1=CC=CC=C1)N(S(=O)(=O)C1=CC=C(C=C1)OC1=CC=CC=C1)C=1C(=NC=CC1)Br (N-Benzyl-N-(2-bromo-pyridin-3-yl)-4-phenoxy-benzenesulfonamide). RXN SMILES: [Br:1][C:2]1[C:7]([NH:8][S:9]([C:12]2[CH:17]=[CH:16][C:15]([O:18][C:19]3[CH:24]=[CH:23][CH:22]=[CH:21][CH:20]=3)=[CH:14][CH:13]=2)(=[O:11])=[O:10])=[CH:6][CH:5]=[CH:4][N:3]=1.C([O-])([O-])=O.[K+].[K+].[CH2:31](Br)[C:32]1[CH:37]=[CH:36][CH:35]=[CH:34][CH:33]=1>CN(C=O)C.CCOC(C)=O.O>[CH2:31]([N:8]([C:7]1[C:2]([Br:1])=[N:3][CH:4]=[CH:5][CH:6]=1)[S:9]([C:12]1[CH:17]=[CH:16][C:15]([O:18][C:19]2[CH:20]=[CH:21][CH:22]=[CH:23][CH:24]=2)=[CH:14][CH:13]=1)(=[O:11])=[O:10])[C:32]1[CH:37]=[CH:36][CH:35]=[CH:34][CH:33]=1 |f:1.2.3|. Procedure details: To a suspension of N-(2-bromo-pyridin-3-yl)-4-phenoxy-benzene-sulfonamide (0.38 g, 0.94 mmol) from step A and K2CO3 (0.39 g, 2.81 mmol) in dry DMF (10 mL) was added benzylbromide (0.13 mL, 1.13 mmol). The resulting mixture was heated at 80 C overnight. The cooled reaction was diluted with EtOAc and water. The aqueous layer was extracted with EtOAc (×3) and the combined organics were washed with water and brine, dried over anhydrous Na2SO4, and filtered through Celite. The filtrate was concentrat... Starting materials: [Cl-].[Ca+2].[Cl-] (calcium chloride), BrC1=CC=C(C=C1)B(O)O ((4-bromophenyl)boronic acid), C([O-])([O-])=O.[Cs+].[Cs+] (cesium carbonate), O=S1(N=C2N(CC1)CCC[C@H]2C2=CC=C(C=C2)O)=O (4-[(9S)-2,2-dioxido-3,4,6,7,8,9-hexahydropyrido[2,1-c][1,2,4]thiadiazin-9-yl]phenol). The reagents and catalysts are C(C)(=O)O[Cu]OC(C)=O (Diacetoxycopper). Run in CC#N (MeCN), N1=CC=CC=C1 (pyridine). Product: BrC1=CC=C(OC2=CC=C(C=C2)[C@@H]2CCCN3C2=NS(CC3)(=O)=O)C=C1 ((9S)-9-[4-(4-bromophenoxy)phenyl]-3,4,6,7,8,9-hexahydropyrido[2,1-c][1,2,4]thiadiazine 2,2-dioxide). Isolated yield 6.5%. RXN SMILES: [Br:1][C:2]1[CH:7]=[CH:6][C:5](B(O)O)=[CH:4][CH:3]=1.C(=O)([O-])[O-].[Cs+].[Cs+].[O:17]=[S:18]1(=[O:35])[CH2:23][CH2:22][N:21]2[CH2:24][CH2:25][CH2:26][C@@H:27]([C:28]3[CH:33]=[CH:32][C:31]([OH:34])=[CH:30][CH:29]=3)[C:20]2=[N:19]1.[Cl-].[Ca+2].[Cl-]>CC#N.C(O[Cu]OC(=O)C)(=O)C.N1C=CC=CC=1>[Br:1][C:2]1[CH:7]=[CH:6][C:5]([O:34][C:31]2[CH:30]=[CH:29][C:28]([C@H:27]3[C:20]4=[N:19][S:18](=[O:35])(=[O:17])[CH2:23][CH2:22][N:21]4[CH2:24][CH2:25][CH2:26]3)=[CH:33][CH:32]=2)=[CH:4][CH:3]=1 |f:1.2.3,5.6.7|. Procedure: Diacetoxycopper (648 mg) was added to a mixture of pyridine (0.433 mL), (4-bromophenyl)boronic acid (1075 mg), cesium carbonate (581 mg) and 4-[(9S)-2,2-dioxido-3,4,6,7,8,9-hexahydropyrido[2,1-c][1,2,4]thiadiazin-9-yl]phenol (500 mg) in MeCN (35 mL). The mixture was stirred at room temperature under a dry atmosphere (anhydrous calcium chloride tube) for 19 hr. The insoluble, light-blue precipitates were removed by filtration through Celite-pad (eluted with EtOAc). Silica-gel was added to the fil...